Dataset: the Open Reaction Database (ORD), a public repository of structured organic reaction records. Task: describe an organic reaction: reactants, conditions, products, and yield Starting materials: NC=1C(N(C(N(C1N)CCC)=O)CCC)=O (5,6-diamino-1,3-dipropyluracil), FC=1C=C(C=CC(=O)O)C=CC1 (3-fluorocinnamic acid). The product is FC=1C=C(/C=C/C2=NC=3N(C(N(C(C3N2)=O)CCC)=O)CCC)C=CC1 ((E)-8-(3-Fluorostyryl)-1,3-dipropylxanthine). Isolated yield 74.9%. RXN SMILES: [NH2:1][C:2]1[C:3](=[O:16])[N:4]([CH2:13][CH2:14][CH3:15])[C:5](=[O:12])[N:6]([CH2:9][CH2:10][CH3:11])[C:7]=1[NH2:8].[F:17][C:18]1[CH:19]=[C:20]([CH:26]=[CH:27][CH:28]=1)[CH:21]=[CH:22][C:23](O)=O>>[F:17][C:18]1[CH:19]=[C:20]([CH:26]=[CH:27][CH:28]=1)/[CH:21]=[CH:22]/[C:23]1[NH:1][C:2]2[C:3](=[O:16])[N:4]([CH2:13][CH2:14][CH3:15])[C:5](=[O:12])[N:6]([CH2:9][CH2:10][CH3:11])[C:7]=2[N:8]=1. Procedure details: Substantially the same procedure as in Reference Example 1 was repeated using 3.95 g (17.5 mmol) of 5,6-diamino-1,3-dipropyluracil and 3.19 g (19.2 mmol) of 3-fluorocinnamic acid. Then, the resultant crude crystals were recrystallized from dimethylformamide/water to give 4.67 g (yield 75%) of Compound 36 as a pale yellow powder. Procedure: To 4.6 g of 6,7-dihydro-1H-p-dioxino(2,3-f)benzimidazole-2-thiol, suspended in 50 ml of alcohol, were added dropwise while stirring 1.8 g of sodium hydroxide in 25 ml of water and, after 30 minutes, there were added 3.7 g of 2-chloromethyl-pyridine hydrochloride. The mixture was left to boil at reflux overnight, it was then evaporated, and the residue was taken up in methylene chloride. This mixture was washed first with 3N sodium hydroxide, then neutral with water, dried over sodium sulfate and... Yield: 52.9%. Product: N1=C(C=CC=C1)CSC1=NC2=C(N1)C=C1C(=C2)OCCO1 (6,7-dihydro-2-[(2-pyridylmethyl)thio]-1H-p-dioxino(2,3-f)benzimidazole). Starting materials: N1C(=NC2=C1C=C1C(=C2)OCCO1)S (6,7-dihydro-1H-p-dioxino(2,3-f)benzimidazole-2-thiol), [OH-].[Na+] (sodium hydroxide), Cl.ClCC1=NC=CC=C1 (2-chloromethyl-pyridine hydrochloride). Conditions: time 30 minute. RXN SMILES: [NH:1]1[C:5]2[CH:6]=[C:7]3[O:13][CH2:12][CH2:11][O:10][C:8]3=[CH:9][C:4]=2[N:3]=[C:2]1[SH:14].[OH-].[Na+].Cl.Cl[CH2:19][C:20]1[CH:25]=[CH:24][CH:23]=[CH:22][N:21]=1>O>[N:21]1[CH:22]=[CH:23][CH:24]=[CH:25][C:20]=1[CH2:19][S:14][C:2]1[NH:3][C:4]2[CH:9]=[C:8]3[O:10][CH2:11][CH2:12][O:13][C:7]3=[CH:6][C:5]=2[N:1]=1 |f:1.2,3.4|. Run in O (water), alcohol. Product: O=C(CCC#CC1CCCCC(COc2ccc(F)cc2)O1)C1CCCCO1. Reactants: [Br-], BrCCBr, C1CCOC1, CC(C)[Mg+], CC(C)Br, [Mg], C#CCCC(=O)C1CCCCO1, O=S(=O)(c1ccccc1)C1CCCCC(COc2ccc(F)cc2)O1. RXN SMILES: [Br-:10].[Br:2][CH2:3][CH2:4][Br:5].[CH2:52]1[O:53][CH2:54][CH2:55][CH2:56]1.[CH:11]([Mg+:12])([CH3:13])[CH3:14].[CH:6]([Br:7])([CH3:8])[CH3:9].[Mg:1].[O:15]1[CH:16]([C:21](=[O:22])[CH2:23][CH2:24][C:25]#[CH:26])[CH2:17][CH2:18][CH2:19][CH2:20]1.[c:27]1([S:28](=[O:29])(=[O:30])[CH:36]2[O:37][CH:38]([CH2:43][O:44][c:45]3[cH:46][cH:47][c:48]([F:51])[cH:49][cH:50]3)[CH2:39][CH2:40][CH2:41][CH2:42]2)[cH:31][cH:32][cH:33][cH:34][cH:35]1>>[O:15]1[CH:16]([C:21](=[O:22])[CH2:23][CH2:24][C:25]#[C:26][CH:36]2[O:37][CH:38]([CH2:43][O:44][c:45]3[cH:46][cH:47][c:48]([F:51])[cH:49][cH:50]3)[CH2:39][CH2:40][CH2:41][CH2:42]2)[CH2:17][CH2:18][CH2:19][CH2:20]1. Reactants: ClC1=CC=C(C=C1)C(CC)(OCC)OCC (1-chloro-4-(1,1-diethoxypropyl)benzene), N1=CC=CC=C1 (pyridine), O(C(=O)C(F)(F)F)C(=O)C(F)(F)F ((CF3CO)2O). Run in C(Cl)Cl (CH2Cl2), C(Cl)Cl (CH2Cl2), ice, C(Cl)Cl (CH2Cl2). Conditions: temperature 0 celsius. The product is ClC1=CC=C(C=C1)C(=C(C(C(F)(F)F)=O)C)OCC (4-(4-Chlorophenyl)-4-ethoxy-1,1,1-trifluoro-3-methyl-3-buten-2-one). As a reaction SMILES: [Cl:1][C:2]1[CH:7]=[CH:6][C:5]([C:8]([O:14][CH2:15][CH3:16])(OCC)[CH2:9][CH3:10])=[CH:4][CH:3]=1.N1C=CC=CC=1.[O:23](C(C(F)(F)F)=O)[C:24]([C:26]([F:29])([F:28])[F:27])=O>C(Cl)Cl>[Cl:1][C:2]1[CH:3]=[CH:4][C:5]([C:8]([O:14][CH2:15][CH3:16])=[C:9]([CH3:10])[C:24](=[O:23])[C:26]([F:29])([F:28])[F:27])=[CH:6][CH:7]=1. Procedure details: A solution of 2.0 g of 1-chloro-4-(1,1-diethoxypropyl)benzene and 2.5 mL of CH2Cl2 was treated with 1.45 mL of pyridine. The solution was cooled to 0° C. and treated with 5.5 mL of (CF3CO)2O in 2.5 mL of CH2Cl2. After heating overnight at reflux, the reaction mixture was cooled, diluted with CH2Cl2 and 12 mL of ice cold water was added. The organic layer was seperated and washed with 20 mL of 1N HCl, followed by a washing with 20 mL of 10% Na2CO3 and two washing with 20 mL of water. The organic ... Procedure: A mixture of 4.1 g (0.015 mol) 5-methyl-6-(2-methylsulphanyl-benzoxazol-6-yl)-4,5-dihydro-2H-pyridazin-3-one and 10.3 g (0.1 mol) thiomorpholine is stirred for 6 h at 130° C. Then the excess thiomorpholine is eliminated by rotary evaporation in vacuo, the residue is stirred with water and diisopropylether, the crystals obtained are suction filtered. The crude product is washed with water and isopropanol and then recrystallised from aqueous isopropanol. Product: CC1CC(NN=C1C1=CC2=C(N=C(O2)N2CCSCC2)C=C1)=O (5-methyl-6-(2-thiomorpholin-4-yl-benzoxazol-6-yl)-4,5-dihydro-2H-pyridazin-3-one). The reactants are CC1CC(NN=C1C1=CC2=C(N=C(O2)SC)C=C1)=O (5-methyl-6-(2-methylsulphanyl-benzoxazol-6-yl)-4,5-dihydro-2H-pyridazin-3-one), N1CCSCC1 (thiomorpholine). Run at temperature 130 celsius, time 6 hour. Reaction SMILES: [CH3:1][CH:2]1[C:7]([C:8]2[CH:18]=[CH:17][C:11]3[N:12]=[C:13](SC)[O:14][C:10]=3[CH:9]=2)=[N:6][NH:5][C:4](=[O:19])[CH2:3]1.[NH:20]1[CH2:25][CH2:24][S:23][CH2:22][CH2:21]1>>[CH3:1][CH:2]1[C:7]([C:8]2[CH:18]=[CH:17][C:11]3[N:12]=[C:13]([N:20]4[CH2:25][CH2:24][S:23][CH2:22][CH2:21]4)[O:14][C:10]=3[CH:9]=2)=[N:6][NH:5][C:4](=[O:19])[CH2:3]1.